Dataset: the Open Reaction Database (ORD), a public repository of structured organic reaction records. Task: describe an organic reaction: reactants, conditions, products, and yield The reactants are C(#N)C1=CC=2N(C=C1)N=CC2C2=NC=C1NC(N(C1=N2)[C@@H](C(=O)O)C)=O ((2R)-2-[2-(5-Cyanopyrazolo[1,5-a]pyridin-3-yl)-8-oxo-7,8-dihydro-9H-purin-9-yl]propanoic acid). Run in C1CCOC1 (THF), C1CCOC1 (THF). Run at time 8 hour. Product: OC[C@@H](C)N1C2=NC(=NC=C2NC1=O)C=1C=NN2C1C=C(C=C2)C#N ((R)-3-(9-(1-Hydroxypropan-2-yl)-8-oxo-8,9-dihydro-7H-purin-2-yl)pyrazolo[1,5-a]pyridine-5-carbonitrile). Isolated yield 7.0%. RXN SMILES: [C:1]([C:3]1[CH:8]=[CH:7][N:6]2[N:9]=[CH:10][C:11]([C:12]3[N:20]=[C:19]4[C:15]([NH:16][C:17](=[O:26])[N:18]4[C@H:21]([CH3:25])[C:22](O)=[O:23])=[CH:14][N:13]=3)=[C:5]2[CH:4]=1)#[N:2]>C1COCC1>[OH:23][CH2:22][C@H:21]([N:18]1[C:17](=[O:26])[NH:16][C:15]2[C:19]1=[N:20][C:12]([C:11]1[CH:10]=[N:9][N:6]3[CH:7]=[CH:8][C:3]([C:1]#[N:2])=[CH:4][C:5]=13)=[N:13][CH:14]=2)[CH3:25]. Procedure details: To a solution of example 14 (60 mg, 0.17 mmol) in THF (10 mL) at 0° C., 1 M THF borane complex solution in THF (0.69 mL, 0.69 mmol) was added. The reaction mixture was stirred at room temperature overnight, quenched with MeOH (10 mL) and the reaction mixture was evaporated under reduced pressure. The crude residue was cromatographed on a silica gel flash system (ISCO Combiflash) using CH2Cl2/MeOH mixtures of increasing polarity as eluent to afford 4 mg of the desired product (7% yield). Reactants: C1OC=2C=C(/C=C/CC=3SC=CC3S(=O)(=O)N3C=CC=C3)C=CC2O1 (N-{2-[trans-3,4-(methylenedioxy)cinnamyl]thiophene-3-sulfonyl}pyrrole), [OH-].[K+] (potassium hydroxide), potassium sulfonate, S(=O)(=O)(Cl)Cl (sulfonyl chloride). Run in C(C)(C)O (isopropanol). The product is ClS(=O)(=O)C1=C(SC=C1)C\C=C\C1=CC2=C(C=C1)OCO2 (3-chlorosulfonyl-2-[trans-3,4-(methylenedioxy)cinnamyl]thiophene). RXN SMILES: [CH2:1]1[O:25][C:24]2[CH:23]=[CH:22][C:5](/[CH:6]=[CH:7]/[CH2:8][C:9]3[S:10][CH:11]=[CH:12][C:13]=3[S:14](N3C=CC=C3)(=[O:16])=[O:15])=[CH:4][C:3]=2[O:2]1.[OH-].[K+].S(Cl)([Cl:31])(=O)=O>C(O)(C)C>[Cl:31][S:14]([C:13]1[CH:12]=[CH:11][S:10][C:9]=1[CH2:8]/[CH:7]=[CH:6]/[C:5]1[CH:22]=[CH:23][C:24]2[O:25][CH2:1][O:2][C:3]=2[CH:4]=1)(=[O:16])=[O:15] |f:1.2|. Procedure details: 3-chlorosulfonyl-2-[trans-3,4-(methylenedioxy)cinnamyl]thiophene was prepared in the same manner as described in Example 64E from N-{2-[trans-3,4-(methylenedioxy)cinnamyl]thiophene-3-sulfonyl}pyrrole by basic hydrolysis (using isopropanol and potassium hydroxide) to the corresponding potassium sulfonate (100%) followed by conversion of the salt to the corresponding sulfonyl chloride in a 31% overall yield. Reactants: C(C)N1C2=CC=C(C=C2C=2C=C(C=CC12)Br)Br (N-ethyl-3,6-dibromocarbazole), CC=1C=C(C=CC1)NC1=CC=CC=C1 (N-(3-methylphenyl)-N-phenylamine), trans-cyclohexanediamine, P(=O)([O-])([O-])[O-].[K+].[K+].[K+] (potassium phosphate), C1(=CC=CC=C1)C (toluene). Reagents/catalysts: [Cu](I)I (copper iodide). The solvent is C=1(C(=CC=CC1)C)C (xylene), C=1(C(=CC=CC1)C)C (xylene). Run at temperature 160 celsius, time 30 minute. The product is CC=1C=C(C=CC1)N(C1=CC=CC=C1)C=1C=CC=2N(C3=CC=C(C=C3C2C1)N(C1=CC(=CC=C1)C)C1=CC=CC=C1)CC (3,6-bis[N-(3-methylphenyl)-N-phenylamino]-9-ethylcarbazole), ( 56 ). RXN SMILES: [CH2:1]([N:3]1[C:15]2[CH:14]=[CH:13][C:12](Br)=[CH:11][C:10]=2[C:9]2[C:4]1=[CH:5][CH:6]=[C:7](Br)[CH:8]=2)[CH3:2].[CH3:18][C:19]1[CH:20]=[C:21]([NH:25][C:26]2[CH:31]=[CH:30][CH:29]=[CH:28][CH:27]=2)[CH:22]=[CH:23][CH:24]=1.P([O-])([O-])([O-])=O.[K+].[K+].[K+].[C:40]1([CH3:46])[CH:45]=[CH:44][CH:43]=[CH:42][CH:41]=1>C1(C)C(C)=CC=CC=1.[Cu](I)I>[CH3:18][C:19]1[CH:20]=[C:21]([N:25]([C:7]2[CH:6]=[CH:5][C:4]3[N:3]([CH2:1][CH3:2])[C:15]4[C:10]([C:9]=3[CH:8]=2)=[CH:11][C:12]([N:3]([C:4]2[CH:9]=[CH:8][CH:7]=[CH:6][CH:5]=2)[C:42]2[CH:43]=[CH:44][CH:45]=[C:40]([CH3:46])[CH:41]=2)=[CH:13][CH:14]=4)[C:26]2[CH:31]=[CH:30][CH:29]=[CH:28][CH:27]=2)[CH:22]=[CH:23][CH:24]=1 |f:2.3.4.5|. Reported procedure: In an argon atmosphere, 16.59 g (30 mmol) of N-ethyl-3,6-dibromocarbazole and 12.09 g (66 mmol) of N-(3-methylphenyl)-N-phenylamine are dissolved in 1.00 ml of dehydrated xylene. Then, 5.7 g (30 mmol) of copper iodide and 22.8 g (200 mmol) of trans-cyclohexanediamine are added to the xylene solution, and are stirred at 160° C. for 30 minutes. After the stirring, 27.6 g (130 mmol) of potassium phosphate is added, and the mixture is further stirred for 9 days. After the stirring and cooling to a r... Starting materials: C(CC)NCC1CCC(CC1)NC=1SC2=C(N1)C1=C(OCC2)C=CC=C1 (N2-{4-[(propylamino)methyl]cyclohexyl)-4,5-dihydrobenzo[2,3]oxepino[4,5-d][1,3]thiazol-2-amine), N1(N=NC2=C1C=CC=C2)C=O (1H-benzotriazole-1-carboxaldehyde), [OH-].[Na+] (NaOH). Run in C1CCOC1 (THF). Run at time 1 hour. Product: N1=C(SC2=C1C1=C(OCC2)C=CC=C1)NC1CCC(CC1)CN(C=O)CCC (N-{[4-(4,5-dihydrobenzo[2,3]oxepino[4,5-d][1,3]thiazol-2-ylamino)cyclohexyl]methyl}-N-propylformamide). Isolated yield 108.6%. RXN SMILES: [CH2:1]([NH:4][CH2:5][CH:6]1[CH2:11][CH2:10][CH:9]([NH:12][C:13]2[S:14][C:15]3[CH2:22][CH2:21][O:20][C:19]4[CH:23]=[CH:24][CH:25]=[CH:26][C:18]=4[C:16]=3[N:17]=2)[CH2:8][CH2:7]1)[CH2:2][CH3:3].N1([CH:36]=[O:37])C2C=CC=CC=2N=N1.[OH-].[Na+]>C1COCC1>[N:17]1[C:16]2[C:18]3[CH:26]=[CH:25][CH:24]=[CH:23][C:19]=3[O:20][CH2:21][CH2:22][C:15]=2[S:14][C:13]=1[NH:12][CH:9]1[CH2:10][CH2:11][CH:6]([CH2:5][N:4]([CH2:1][CH2:2][CH3:3])[CH:36]=[O:37])[CH2:7][CH2:8]1 |f:2.3|. Reported procedure: To a solution of N2-{4-[(propylamino)methyl]cyclohexyl)-4,5-dihydrobenzo[2,3]oxepino[4,5-d][1,3]thiazol-2-amine (0.254 g, 0.68 mmol) in anhydrous THF (4 ml) was added 1H-benzotriazole-1-carboxaldehyde (0.110 g, 0.75 mmol). The solution was stirred at room temperature for 1 hour and then poured into 2N NaOH (50 ml) and extracted with EtOAc (60 ml). The extract was separated and evaporated to yield 295 mg of a viscous oil. Chromatography on silica-gel eluting with 1:1 EtOAc/hexane yielded 56% (152...